Dataset: the Open Reaction Database (ORD), a public repository of structured organic reaction records. Task: describe an organic reaction: reactants, conditions, products, and yield Starting materials: FC1=C(N)C=CC(=C1)C1=C(C=CC=C1)S(=O)(=O)N (2-fluoro-4-(2 -aminosulfonylphenyl)aniline), CC1=C(N)C=CC(=C1)Br (2-methyl-4-bromoaniline), FC1=C(N)C=CC(=C1)Br (2-fluoro-4-bromoaniline). The product is CC1=C(N)C=CC(=C1)C1=C(C=CC=C1)S(=O)(=O)N (2-Methyl-4-(2-aminosulfonylphenyl)aniline). Reaction SMILES: F[C:2]1[CH:8]=[C:7]([C:9]2[CH:14]=[CH:13][CH:12]=[CH:11][C:10]=2[S:15]([NH2:18])(=[O:17])=[O:16])[CH:6]=[CH:5][C:3]=1[NH2:4].[CH3:19]C1C=C(Br)C=CC=1N.FC1C=C(Br)C=CC=1N>>[CH3:19][C:2]1[CH:8]=[C:7]([C:9]2[CH:14]=[CH:13][CH:12]=[CH:11][C:10]=2[S:15]([NH2:18])(=[O:17])=[O:16])[CH:6]=[CH:5][C:3]=1[NH2:4]. Reported procedure: This compound was prepared by the method described for 2-fluoro-4-(2 -aminosulfonylphenyl)aniline described in EXAMPLE 8 by starting with 2-methyl-4-bromoaniline rather than 2-fluoro-4-bromoaniline.